The task is: describe an organic reaction: reactants, conditions, products, and yield. This data is from the Open Reaction Database (ORD), a public repository of structured organic reaction records. Starting materials: CCOC(=O)c1cn(CC)c2c(F)c(C3CC3CO)c(F)cc2c1=O, [N-]=[N+]=N, CCOC(=O)N=NC(=O)OCC, c1ccc(P(c2ccccc2)c2ccccc2)cc1, c1ccccc1. The product is CCOC(=O)c1cn(CC)c2c(F)c(C3CC3CN=[N+]=[N-])c(F)cc2c1=O. Reaction SMILES: [CH2:1]([CH3:2])[n:3]1[cH:4][c:5]([C:21](=[O:22])[O:23][CH2:24][CH3:25])[c:6](=[O:20])[c:7]2[cH:8][c:9]([F:19])[c:10]([CH:14]3[CH:15]([CH2:17][OH:18])[CH2:16]3)[c:11]([F:13])[c:12]12.[NH:45]=[N+:46]=[N-:47].[O:48]=[C:49]([O:50][CH2:51][CH3:52])[N:53]=[N:54][C:55]([O:56][CH2:57][CH3:58])=[O:59].[c:26]1([P:27]([c:28]2[cH:29][cH:30][cH:31][cH:32][cH:33]2)[c:34]2[cH:35][cH:36][cH:37][cH:38][cH:39]2)[cH:40][cH:41][cH:42][cH:43][cH:44]1.[cH:60]1[cH:61][cH:62][cH:63][cH:64][cH:65]1>>[CH2:1]([CH3:2])[n:3]1[cH:4][c:5]([C:21](=[O:22])[O:23][CH2:24][CH3:25])[c:6](=[O:20])[c:7]2[cH:8][c:9]([F:19])[c:10]([CH:14]3[CH:15]([CH2:17][N:45]=[N+:46]=[N-:47])[CH2:16]3)[c:11]([F:13])[c:12]12. Yields the product Cl.[Cl-].ClCCCN(CCC[N+](C)(C)C)C (3-[N-(3-chloropropyl)methylamino]-N,N,N-trimethyl-propan-1-aminium chloride hydrochloride). As a reaction SMILES: [Cl-:1].[Cl:2][CH2:3][CH2:4][CH2:5][N:6]([CH3:14])[CH2:7][CH2:8][CH2:9][N+:10]([CH3:13])([CH3:12])[CH3:11].Cl>C(O)(C)C>[ClH:2].[Cl-:1].[Cl:2][CH2:3][CH2:4][CH2:5][N:6]([CH3:14])[CH2:7][CH2:8][CH2:9][N+:10]([CH3:12])([CH3:11])[CH3:13] |f:0.1,4.5.6|. Reactants: [Cl-].ClCCCN(CCC[N+](C)(C)C)C (3-[N-(3-chloropropyl)methylamino]-N,N,N-trimethyl-propan-1-aminium chloride), [Cl-].ClCCCN(CCC[N+](C)(C)C)C (3-[N-(3-chloropropyl) methylamino]-N,N,N-trimethyl-propan-1-aminium chloride), Cl (hydrochloric acid). Reported procedure: The resulting acetonitrile solution is evaporated in vacuo, the residual crystalline material is triturated with an organic solvent, such as ether, and the crystalline material is recovered to give the monoquaternary salt, 3-[N-(3-chloropropyl)methylamino]-N,N,N-trimethyl-propan-1-aminium chloride. The latter is ordinarily converted to the hydrochloride by dissolving the 3-[N-(3-chloropropyl) methylamino]-N,N,N-trimethyl-propan-1-aminium chloride in isopropanol, adding concentrated aqueous hydro... The solvent is C(C)(C)O (isopropanol). The reactants are C=CCCCC(=O)O, C=CCOC1CC(NCC(O[Si](C)(C)C(C)(C)C)C(N)CC(C)C)c2cc(OC(C)C)ccc21. Yields the product C=CCCCC(=O)NC(CC(C)C)C(CNC1CC(OCC=C)c2ccc(OC(C)C)cc21)O[Si](C)(C)C(C)(C)C. Reaction SMILES: [C:1]([CH2:2][CH2:3][CH2:4][CH:5]=[CH2:6])(=[O:7])[OH:8].[CH2:9]([CH:10]=[CH2:11])[O:12][CH:13]1[CH2:14][CH:15]([NH:26][CH2:27][CH:28]([CH:29]([CH2:30][CH:31]([CH3:32])[CH3:33])[NH2:34])[O:35][Si:36]([CH3:37])([CH3:38])[C:39]([CH3:40])([CH3:41])[CH3:42])[c:16]2[cH:17][c:18]([O:22][CH:23]([CH3:24])[CH3:25])[cH:19][cH:20][c:21]21>>[C:1]([CH2:2][CH2:3][CH2:4][CH:5]=[CH2:6])(=[O:8])[NH:34][CH:29]([CH:28]([CH2:27][NH:26][CH:15]1[CH2:14][CH:13]([O:12][CH2:9][CH:10]=[CH2:11])[c:21]2[c:16]1[cH:17][c:18]([O:22][CH:23]([CH3:24])[CH3:25])[cH:19][cH:20]2)[O:35][Si:36]([CH3:37])([CH3:38])[C:39]([CH3:40])([CH3:41])[CH3:42])[CH2:30][CH:31]([CH3:32])[CH3:33]. The reactants are ClCCOC=1C=CC2=C(C(OC(N2)=O)(C)C)C1 (6-(2-chloroethoxy)-4,4-dimethyl-4H-3,1-benzoxazin-2-one), ClC=1C=C(C=CC1Cl)S (3,4-dichloro-thiophenol). Product: ClC=1C=C(C=CC1Cl)SCCOC=1C=CC2=C(C(OC(N2)=O)(C)C)C1 (6-[2-(3,4-Dichloro-phenylmercapto)-ethoxy]-4,4-dimethyl-4H-3,1-benzoxazin-2-one). Reaction SMILES: Cl[CH2:2][CH2:3][O:4][C:5]1[CH:6]=[CH:7][C:8]2[NH:13][C:12](=[O:14])[O:11][C:10]([CH3:16])([CH3:15])[C:9]=2[CH:17]=1.[Cl:18][C:19]1[CH:20]=[C:21]([SH:26])[CH:22]=[CH:23][C:24]=1[Cl:25]>>[Cl:18][C:19]1[CH:20]=[C:21]([S:26][CH2:2][CH2:3][O:4][C:5]2[CH:6]=[CH:7][C:8]3[NH:13][C:12](=[O:14])[O:11][C:10]([CH3:16])([CH3:15])[C:9]=3[CH:17]=2)[CH:22]=[CH:23][C:24]=1[Cl:25]. Reported procedure: Prepared analogously to Example 1 from 6-(2-chloroethoxy)-4,4-dimethyl-4H-3,1-benzoxazin-2-one and 3,4-dichloro-thiophenol. The reactants are OC(CCOS(=O)(=O)C1=CC=C(C=C1)C)(C)C (Toluene-4-sulfonic acid 3-hydroxy-3-methylbutyl ester), OC(CCOS(=O)(=O)C1=CC=C(C=C1)C)(C)C (Toluene-4-sulfonic acid 3-hydroxy-3-methylbutyl ester), BrC1=C(C=C(C=C1C)O)C (4-bromo-3,5-dimethylphenol), C([O-])([O-])=O.[K+].[K+] (potassium carbonate), [NH4+].[Cl-] (NH4Cl). The solvent is CN(C)C=O (DMF). Run at temperature 50 celsius, time 16 hour. The product is BrC1=C(C=C(OCCC(C)(O)C)C=C1C)C (4-(4-Bromo-3,5-dimethylphenoxy)-2-methylbutan-2-ol). As a reaction SMILES: [OH:1][C:2]([CH3:17])([CH3:16])[CH2:3][CH2:4]OS(C1C=CC(C)=CC=1)(=O)=O.[Br:18][C:19]1[C:24]([CH3:25])=[CH:23][C:22]([OH:26])=[CH:21][C:20]=1[CH3:27].C(=O)([O-])[O-].[K+].[K+].[NH4+].[Cl-]>CN(C=O)C>[Br:18][C:19]1[C:24]([CH3:25])=[CH:23][C:22]([O:26][CH2:4][CH2:3][C:2]([CH3:17])([OH:1])[CH3:16])=[CH:21][C:20]=1[CH3:27] |f:2.3.4,5.6|. Procedure: 40.7 g (157 mmol) of toluene-4-sulfonic acid 3-hydroxy-3-methylbutyl ester (product of step 1), 34.0 g (169 mmol) of 4-bromo-3,5-dimethylphenol and 25.0 g (180 mmol) of potassium carbonate are dissolved in 114 ml DMF. The reaction mixture is stirred at 50° C. for 16 h. The reaction mixture is poured into aq. NH4Cl solution and stirred. Then the layers are separated. The aq. layer is extracted with DCM. The combined organic layers are washed with water and dried. The solvent is evaporated and the... Procedure: N-[1-(Methoxycarbonyl)isoquinolin-5-yl]-N′-[4-(trifiluoromethyl)benzyl]urea (Example 116, 70 mg, 0.174 mmol) was suspended in a mixture of THF (5 ml) and toluene (5 ml). Lithium borohydride (50 mg, 2.27 mmol) was added and the reaction mixture heated at 60° C. for 1 hour. The reaction was cooled to room temperature and allowed to stand for 1 week. The crystalline product was collected by filtration, washed with toluene (2 ml), then triturated with 1:1 TBF-dichloromethane (2 ml), triturated again... Run at temperature 60 celsius. Reaction SMILES: C[O:2][C:3]([C:5]1[C:14]2[C:9](=[C:10]([NH:15][C:16]([NH:18][CH2:19][C:20]3[CH:25]=[CH:24][C:23]([C:26]([F:29])([F:28])[F:27])=[CH:22][CH:21]=3)=[O:17])[CH:11]=[CH:12][CH:13]=2)[CH:8]=[CH:7][N:6]=1)=O.[BH4-].[Li+]>C1COCC1.C1(C)C=CC=CC=1>[OH:2][CH2:3][C:5]1[C:14]2[C:9](=[C:10]([NH:15][C:16]([NH:18][CH2:19][C:20]3[CH:21]=[CH:22][C:23]([C:26]([F:29])([F:27])[F:28])=[CH:24][CH:25]=3)=[O:17])[CH:11]=[CH:12][CH:13]=2)[CH:8]=[CH:7][N:6]=1 |f:1.2|. Product: OCC1=NC=CC2=C(C=CC=C12)NC(=O)NCC1=CC=C(C=C1)C(F)(F)F (N-[1-(Hydroxymethyl)isoquinolin-5-yl]-N′-[4-(trifluoromethyl)benzyl]urea). Yield: 12.2%. Solvent: C1CCOC1 (THF), C1(=CC=CC=C1)C (toluene). Starting materials: COC(=O)C1=NC=CC2=C(C=CC=C12)NC(=O)NCC1=CC=C(C=C1)C(F)(F)F (N-[1-(Methoxycarbonyl)isoquinolin-5-yl]-N′-[4-(trifluoromethyl)benzyl]urea), [BH4-].[Li+] (Lithium borohydride). Reactants: ClC1=CC=C(C=N1)CC=1C(=CC(=C(C(=O)OC)C1)O)C (methyl 5-((6-chloropyridin-3-yl)methyl)-2-hydroxy-4-methylbenzoate), C1CCOC1 (THF), CC1=NC=CC(=C1)B1OC(C(O1)(C)C)(C)C (2-methyl-4-(4,4,5,5-tetramethyl-1,3,2-dioxaborolan-2-yl)pyridine), C([O-])([O-])=O.[K+].[K+] (potassium carbonate). Reagents/catalysts: C=1C=CC(=CC1)[P](C=2C=CC=CC2)(C=3C=CC=CC3)[Pd]([P](C=4C=CC=CC4)(C=5C=CC=CC5)C=6C=CC=CC6)([P](C=7C=CC=CC7)(C=8C=CC=CC8)C=9C=CC=CC9)[P](C=1C=CC=CC1)(C=1C=CC=CC1)C=1C=CC=CC1 (tetrakis(triphenylphosphine)palladium(0)). The solvent is O (water), O (water). Run at temperature 85 celsius, time 8 hour. Product: OC1=C(C(=O)OC)C=C(C(=C1)C)CC=1C=CC(=NC1)C1=CC(=NC=C1)C (methyl 2-hydroxy-4-methyl-5-((2′-methyl-[2,4′-bipyridine]-5-yl)methyl)benzoate). Isolated yield 83.7%. RXN SMILES: Cl[C:2]1[N:7]=[CH:6][C:5]([CH2:8][C:9]2[C:10]([CH3:20])=[CH:11][C:12]([OH:19])=[C:13]([CH:18]=2)[C:14]([O:16][CH3:17])=[O:15])=[CH:4][CH:3]=1.C1COCC1.[CH3:26][C:27]1[CH:32]=[C:31](B2OC(C)(C)C(C)(C)O2)[CH:30]=[CH:29][N:28]=1.C(=O)([O-])[O-].[K+].[K+]>C1C=CC([P]([Pd]([P](C2C=CC=CC=2)(C2C=CC=CC=2)C2C=CC=CC=2)([P](C2C=CC=CC=2)(C2C=CC=CC=2)C2C=CC=CC=2)[P](C2C=CC=CC=2)(C2C=CC=CC=2)C2C=CC=CC=2)(C2C=CC=CC=2)C2C=CC=CC=2)=CC=1.O>[OH:19][C:12]1[CH:11]=[C:10]([CH3:20])[C:9]([CH2:8][C:5]2[CH:4]=[CH:3][C:2]([C:31]3[CH:30]=[CH:29][N:28]=[C:27]([CH3:26])[CH:32]=3)=[N:7][CH:6]=2)=[CH:18][C:13]=1[C:14]([O:16][CH3:17])=[O:15] |f:3.4.5,^1:51,53,72,91|. Procedure details: To a solution of methyl 5-((6-chloropyridin-3-yl)methyl)-2-hydroxy-4-methylbenzoate (0.35 g) in a mixed solvent of THF (8.40 mL)-water (2.80 mL) were added 2-methyl-4-(4,4,5,5-tetramethyl-1,3,2-dioxaborolan-2-yl)pyridine (0.53 g), potassium carbonate (0.66 g) and tetrakis(triphenylphosphine)palladium(0) (0.14 g), and the mixture was stirred overnight at 85° C. under argon atmosphere. To the reaction mixture was added water, and the mixture was extracted with ethyl acetate. The organic layer was ...